From a dataset of the Open Reaction Database (ORD), a public repository of structured organic reaction records. describe an organic reaction: reactants, conditions, products, and yield The reactants are Cl (HCl), Grignard reagent, CN(P(N(C)C)(N(C)C)=O)C (hexamethylphosphoric triamide), C1(=CC=CC=C1)Br (phenyl bromide), C1CCOC1 (THF), C1CCOC1 (THF). The solvent is CCOCC (ether). Conditions: time 3.5 hour. The product is CC(=CCCCCCCCO)C (9-Methyl-8-decen-1-ol). As a reaction SMILES: [CH3:1]N(C)P(=O)(N(C)C)N(C)C.[C:12]1(Br)[CH:17]=[CH:16][CH:15]=[CH:14][CH:13]=1.Cl.[CH2:20]1[CH2:24][O:23][CH2:22][CH2:21]1>CCOCC>[CH3:1][C:17]([CH3:12])=[CH:16][CH2:15][CH2:14][CH2:13][CH2:22][CH2:21][CH2:20][CH2:24][OH:23]. Reported procedure: A solution of 55.0 mL (~52 mmol) of 0.95M Grignard reagent prepared in Example 3, Part A in THF and 15.0 mL of hexamethylphosphoric triamide (HMPA) at 0° C. was treated dropwise with 1.95 g (13. 1 mmol) of phenyl bromide in 8 mL of THF over 10 minutes. After the addition the reaction was allowed to warm to room temperature and stir for 3.5 hours, at which point the reaction was diluted with ether and quenched with 100 mL (100 mmol) of 1M HCl solution. The organic layer was washed two times with ... Reactants: N([C@@H](CCC(OCC1=CC=CC=C1)=O)C(=O)N[C@@H](C(C)C)C(=O)N[C@@H]([C@H](OC(C)(C)C)C)C(=O)OC(C)(C)C)C(=O)OCC1=CC=CC=C1 (Z-Glu(OBzl)-Val-Thr(But)-OBut). Reagents/catalysts: [Pd] (Pd). Run in CO (methanol). The product is N[C@@H](CCC(O)=O)C(=O)N[C@@H](C(C)C)C(=O)N[C@@H]([C@H](OC(C)(C)C)C)C(=O)OC(C)(C)C (Glu-Val-Thr(But)-OBut). RXN SMILES: [NH:1](C(OCC1C=CC=CC=1)=O)[C@H:2]([C:15]([NH:17][C@H:18]([C:22]([NH:24][C@H:25]([C:33]([O:35][C:36]([CH3:39])([CH3:38])[CH3:37])=[O:34])[C@@H:26]([CH3:32])[O:27][C:28]([CH3:31])([CH3:30])[CH3:29])=[O:23])[CH:19]([CH3:21])[CH3:20])=[O:16])[CH2:3][CH2:4][C:5](=[O:14])[O:6]CC1C=CC=CC=1>[Pd].CO>[NH2:1][C@H:2]([C:15]([NH:17][C@H:18]([C:22]([NH:24][C@H:25]([C:33]([O:35][C:36]([CH3:39])([CH3:38])[CH3:37])=[O:34])[C@@H:26]([CH3:32])[O:27][C:28]([CH3:29])([CH3:30])[CH3:31])=[O:23])[CH:19]([CH3:21])[CH3:20])=[O:16])[CH2:3][CH2:4][C:5](=[O:6])[OH:14]. Procedure details: The compound obtained in accordance with (B) is subjected to catalytic hydrogenation over Pd in 80 percent strength methanol. The catalyst is filtered off and the solution is evaporated to dryness in vacuo. Triturating the residue with ether leads to a compound which is pure according to chromatography. The reactants are O1[C@H]2[C@@H]1C[C@@H]1CC[C@H]3[C@@H]4CC[C@H](C(C)=O)[C@]4(CC[C@@H]3[C@]1(C2)C)C (2α,3α-Epoxy-5α-pregnan-20-one), C(CC)O (propanol), C(CC)O (propanol), C([O-])(O)=O.[Na+] (sodium bicarbonate). The reagents and catalysts are S(O)(O)(=O)=O (sulfuric acid). Reaction conditions: time 30 minute. The product is C(CC)O[C@@H]1[C@H](C[C@@H]2CC[C@H]3[C@@H]4CC[C@H](C(C)=O)[C@]4(CC[C@@H]3[C@]2(C1)C)C)O (2β-Propyloxy-3α-hydroxy-5α-pregnan-20-one). Yield: 50.0%. RXN SMILES: [O:1]1[C@H:3]2[CH2:4][C@H:5]3[C@:20]([CH3:22])([CH2:21][C@@H:2]12)[C@@H:19]1[C@H:8]([C@H:9]2[C@:16]([CH3:23])([CH2:17][CH2:18]1)[C@@H:12]([C:13](=[O:15])[CH3:14])[CH2:11][CH2:10]2)[CH2:7][CH2:6]3.C(=O)(O)[O-].[Na+].[CH2:29]([OH:32])[CH2:30][CH3:31]>S(=O)(=O)(O)O>[CH2:29]([O:32][C@H:2]1[CH2:21][C@@:20]2([CH3:22])[C@@H:5]([CH2:6][CH2:7][C@@H:8]3[C@@H:19]2[CH2:18][CH2:17][C@@:16]2([CH3:23])[C@H:9]3[CH2:10][CH2:11][C@@H:12]2[C:13](=[O:15])[CH3:14])[CH2:4][C@@H:3]1[OH:1])[CH2:30][CH3:31] |f:1.2|. Procedure details: 2α,3α-Epoxy-5α-pregnan-20-one (360 mg) was dissolved in 80 mL of propanol and cooled to °C. and added to a cold 1.0 mL propanol solution containing 5-drops of concentrated sulfuric acid. This reaction mixture was stirred for 30 minutes at this temperature and an additional 30 minutes at room temperature, poured into a 20% sodium bicarbonate solution and washed several times with chloroform. The combined organic phase was dried over potassium carbonate and concentrated. Purification of the crude ... Starting materials: ClC1=CC=C(OC2=CC=C(OC(C(=O)Cl)C)C=C2)C=C1 (4-(4-chlorophenoxy)-α-phenoxy-propionic acid chloride), ClC1=CC=C(OC2=CC=C(OC(C(=O)O)C)C=C2)C=C1 (4-(4-chlorophenoxy)-α-phenoxypropionic acid), S(=O)(Cl)Cl (thionyl chloride), CN (methyl amine). Solvent: C1=CC=CC=C1 (benzene). Conditions: temperature 30 celsius, time 1 hour. Product: CNC(C(C)OC1=CC=C(C=C1)OC1=CC=C(C=C1)Cl)=O (4-(4-chlorophenoxy)-α-phenoxypropionic acid methyl amide). Reaction SMILES: [Cl:1][C:2]1[CH:20]=[CH:19][C:5]([O:6][C:7]2[CH:18]=[CH:17][C:10]([O:11][CH:12]([CH3:16])[C:13](Cl)=[O:14])=[CH:9][CH:8]=2)=[CH:4][CH:3]=1.ClC1C=CC(OC2C=CC(OC(C)C(O)=O)=CC=2)=CC=1.S(Cl)(Cl)=O.[CH3:45][NH2:46]>C1C=CC=CC=1>[CH3:45][NH:46][C:13](=[O:14])[CH:12]([O:11][C:10]1[CH:17]=[CH:18][C:7]([O:6][C:5]2[CH:19]=[CH:20][C:2]([Cl:1])=[CH:3][CH:4]=2)=[CH:8][CH:9]=1)[CH3:16]. Reported procedure: 32 Grams of 4-(4-chlorophenoxy)-α-phenoxy-propionic acid chloride, prepared from 4-(4-chlorophenoxy)-α-phenoxypropionic acid (Example 5) and thionyl chloride, were dissolved in 150 ml of benzene and 7 grams of methyl amine were introduced at 15°C into the solution obtained. To complete the reaction the solution was stirred for 1 hour at 30°C, the precipitate formed was filtered off with suction, the benzenic solution was washed with water, dried over Na2SO4 and concentrated. The isolated crystal... Reactants: [Cl-].[Al+3].[Cl-].[Cl-] (aluminum chloride), [H-].[Al+3].[Li+].[H-].[H-].[H-] (lithium aluminum hydride), CCOCC (ether), C(C)[C@]12C(CC[C@H]2[C@H]2[C@H](CC1)C=1C=CC(=CC1CC2)OC)=O (13-ethyl-3-methoxygona-1,3,5(10)-trien-17-one), cyclic ethylene ketal, CCOCC (ether), solution. Run in S(O)(O)(=O)=O (sulfuric acid). Reaction conditions: time 20 minute. Product: C(C)[C@]12[C@H](CC[C@H]2[C@H]2[C@H](CC1)C=1C=CC(=CC1CC2)OC)OCCO (13-ethyl-17β-(2-hydroxyethoxy)-3-methoxygona-1,3,5(10)-triene). RXN SMILES: [Cl-].[Al+3].[Cl-].[Cl-].[H-].[Al+3].[Li+].[H-].[H-].[H-].[CH2:11]([C@:13]12[CH2:21][CH2:20][C@@H:19]3[C:22]4[CH:23]=[CH:24][C:25]([O:30][CH3:31])=[CH:26][C:27]=4[CH2:28][CH2:29][C@H:18]3[C@@H:17]1[CH2:16][CH2:15][C:14]2=[O:32])[CH3:12].[CH3:33][CH2:34][O:35]CC>S(=O)(=O)(O)O>[CH2:11]([C@:13]12[CH2:21][CH2:20][C@@H:19]3[C:22]4[CH:23]=[CH:24][C:25]([O:30][CH3:31])=[CH:26][C:27]=4[CH2:28][CH2:29][C@H:18]3[C@@H:17]1[CH2:16][CH2:15][C@@H:14]2[O:32][CH2:33][CH2:34][OH:35])[CH3:12] |f:0.1.2.3,4.5.6.7.8.9|. Procedure details: Prepare a solution of ether (100 ml), aluminum chloride (13.3 g) and lithium aluminum hydride (15 ml. of a 1 M solution). Stir for 20 minutes. Add to a cool solution of dl-13-ethyl-3-methoxygona-1,3,5(10)-trien-17-one, cyclic ethylene ketal (17.1 g) in ether (1,000 ml). Stir the reaction mixture and cool in an ice-water bath for 4 hours. Dilute with 2 N sulfuric acid until a clear solution results. Separate the ether layer, wash with saturated sodium bicarbonate solution, and evaporate. Treat th...